Dataset: the Open Reaction Database (ORD), a public repository of structured organic reaction records. Task: describe an organic reaction: reactants, conditions, products, and yield Starting materials: CCCCCCOc1ccc(N)cc1, CCN(C(C)C)C(C)C, Fc1cnc(Cl)nc1Nc1ccc2c(c1)OCCO2, OCCO. Yields the product CCCCCCOc1ccc(Nc2ncc(F)c(Nc3ccc4c(c3)OCCO4)n2)cc1. RXN SMILES: [CH2:29]([CH2:30][CH2:31][CH2:32][CH2:33][CH3:34])[O:35][c:36]1[cH:37][cH:38][c:39]([NH2:40])[cH:41][cH:42]1.[CH:20]([N:21]([CH2:22][CH3:23])[CH:24]([CH3:25])[CH3:26])([CH3:27])[CH3:28].[Cl:1][c:2]1[n:3][cH:4][c:5]([F:19])[c:6]([NH:8][c:9]2[cH:10][c:11]3[c:12]([cH:13][cH:14]2)[O:15][CH2:16][CH2:17][O:18]3)[n:7]1.[OH:43][CH2:44][CH2:45][OH:46]>>[c:2]1([NH:40][c:39]2[cH:38][cH:37][c:36]([O:35][CH2:29][CH2:30][CH2:31][CH2:32][CH2:33][CH3:34])[cH:42][cH:41]2)[n:3][cH:4][c:5]([F:19])[c:6]([NH:8][c:9]2[cH:10][c:11]3[c:12]([cH:13][cH:14]2)[O:15][CH2:16][CH2:17][O:18]3)[n:7]1. Starting materials: CCO, [K+], CCCCCCCCCCC(CCCCCNc1ccc(C(=O)OCC)cc1)=NO, [OH-], O. The product is CCCCCCCCCCC(CCCCCNc1ccc(C(=O)O)cc1)=NO. As a reaction SMILES: [CH3:33][CH2:34][OH:35].[K+:32].[N:1]([OH:2])=[C:3]([CH2:4][CH2:5][CH2:6][CH2:7][CH2:8][NH:9][c:10]1[cH:11][cH:12][c:13]([C:14](=[O:15])[O:16][CH2:17][CH3:18])[cH:19][cH:20]1)[CH2:21][CH2:22][CH2:23][CH2:24][CH2:25][CH2:26][CH2:27][CH2:28][CH2:29][CH3:30].[OH-:31].[OH2:36]>>[N:1]([OH:2])=[C:3]([CH2:4][CH2:5][CH2:6][CH2:7][CH2:8][NH:9][c:10]1[cH:11][cH:12][c:13]([C:14](=[O:15])[OH:16])[cH:19][cH:20]1)[CH2:21][CH2:22][CH2:23][CH2:24][CH2:25][CH2:26][CH2:27][CH2:28][CH2:29][CH3:30]. The reactants are C(#C)[Si](C)(C)C (Ethynyl trimethyl silane), C(CCC)[Li].CCCCCC (n-butyl lithium hexane), BrCC1CCCCC1 (bromomethylcyclohexane), ClC1=CC=C(C=C1)N=C=S (4-chlorophenyl isothiocyanate). Run in C1CCOC1 (THF), C1CCOC1 (THF), C1CCOC1 (THF). Reaction conditions: temperature 0 celsius, time 6 hour. Product: ClC1=CC=C(C=C1)N=C(C#C[Si](C)(C)C)SCC1CCCCC1 (cyclohexylmethyl N-(4-chlorophenyl)-3-(trimethylsilyl)thiopropynimidate). Yield: 11.0%. As a reaction SMILES: [C:1]([Si:3]([CH3:6])([CH3:5])[CH3:4])#[CH:2].C([Li])CCC.CCCCCC.[Cl:18][C:19]1[CH:24]=[CH:23][C:22]([N:25]=[C:26]=[S:27])=[CH:21][CH:20]=1.Br[CH2:29][CH:30]1[CH2:35][CH2:34][CH2:33][CH2:32][CH2:31]1>C1COCC1>[Cl:18][C:19]1[CH:24]=[CH:23][C:22]([N:25]=[C:26]([S:27][CH2:29][CH:30]2[CH2:35][CH2:34][CH2:33][CH2:32][CH2:31]2)[C:2]#[C:1][Si:3]([CH3:6])([CH3:5])[CH3:4])=[CH:21][CH:20]=1 |f:1.2|. Procedure: Ethynyl trimethyl silane (0.89 g) was dissolved to dry THF (15 mL), n-butyl lithium/hexane solution (1.6 moL/L; 5 mL) was added thereto at −78° C., and then it was warmed to 0° C. The mixture was cooled to −78° C., THF (4 mL) solution of 4-chlorophenyl isothiocyanate (1.44 g) was added dropwise, and then the mixture was allowed to warm to 0° C. THF (5 mL) solution of bromomethylcyclohexane (1.52 g) was added thereto under ice-cooling, and then the mixture was stirred at 50° C. for 6 hours. The r... Reactants: COc1ccc(P2(=S)SP(=S)(c3ccc(OC)cc3)S2)cc1, Cc1cc(C(CC2CCCC2)c2ccc(S(C)(=O)=O)cc2)[nH]c1C(N)=O, C1CCOC1. Yields the product Cc1cc(C(CC2CCCC2)c2ccc(S(C)(=O)=O)cc2)[nH]c1C(N)=S. As a reaction SMILES: [CH3:27][O:28][c:29]1[cH:30][cH:31][c:32]([P:33]2(=[S:36])[S:34][P:35]([c:37]3[cH:38][cH:39][c:40]([O:41][CH3:42])[cH:43][cH:44]3)(=[S:45])[S:46]2)[cH:47][cH:48]1.[CH:1]1([CH2:6][CH:7]([c:8]2[cH:9][cH:10][c:11]([S:14](=[O:15])(=[O:16])[CH3:17])[cH:12][cH:13]2)[c:18]2[cH:19][c:20]([CH3:26])[c:21]([C:23](=[O:24])[NH2:25])[nH:22]2)[CH2:2][CH2:3][CH2:4][CH2:5]1.[O:49]1[CH2:50][CH2:51][CH2:52][CH2:53]1>>[CH:1]1([CH2:6][CH:7]([c:8]2[cH:9][cH:10][c:11]([S:14](=[O:15])(=[O:16])[CH3:17])[cH:12][cH:13]2)[c:18]2[cH:19][c:20]([CH3:26])[c:21]([C:23]([NH2:25])=[S:36])[nH:22]2)[CH2:2][CH2:3][CH2:4][CH2:5]1. The reactants are CCOC(=O)c1cnn(C)c1Cl, CCOC(C)=O, [H-], [Na+], CN(C)C=O, O, c1cn[nH]c1. Yields the product CCOC(=O)c1cnn(C)c1-n1cccn1. Reaction SMILES: [CH2:8]([CH3:9])[O:10][C:11](=[O:12])[c:13]1[cH:14][n:15][n:16]([CH3:19])[c:17]1[Cl:18].[CH3:26][CH2:27][O:28][C:29](=[O:30])[CH3:31].[H-:1].[Na+:2].[O:21]=[CH:22][N:23]([CH3:24])[CH3:25].[OH2:20].[nH:3]1[n:4][cH:5][cH:6][cH:7]1>>[n:3]1(-[c:17]2[c:13]([C:11]([O:10][CH2:8][CH3:9])=[O:12])[cH:14][n:15][n:16]2[CH3:19])[n:4][cH:5][cH:6][cH:7]1. Starting materials: CCO, CSc1ncc(-c2nc(-c3ccc(OC(F)(F)F)cc3)n(C3CC3)c2C(=O)N2CCC(N3CCCC3)CC2)cn1, [Ni]. Yields the product O=C(c1c(-c2cncnc2)nc(-c2ccc(OC(F)(F)F)cc2)n1C1CC1)N1CCC(N2CCCC2)CC1. As a reaction SMILES: [CH3:41][CH2:42][OH:43].[CH:1]1([n:4]2[c:5](-[c:30]3[cH:31][cH:32][c:33]([O:36][C:37]([F:38])([F:39])[F:40])[cH:34][cH:35]3)[n:6][c:7](-[c:22]3[cH:23][n:24][c:25]([S:28][CH3:29])[n:26][cH:27]3)[c:8]2[C:9](=[O:10])[N:11]2[CH2:12][CH2:13][CH:14]([N:17]3[CH2:18][CH2:19][CH2:20][CH2:21]3)[CH2:15][CH2:16]2)[CH2:2][CH2:3]1.[Ni:44]>>[CH:1]1([n:4]2[c:5](-[c:30]3[cH:31][cH:32][c:33]([O:36][C:37]([F:38])([F:39])[F:40])[cH:34][cH:35]3)[n:6][c:7](-[c:22]3[cH:23][n:24][cH:25][n:26][cH:27]3)[c:8]2[C:9](=[O:10])[N:11]2[CH2:12][CH2:13][CH:14]([N:17]3[CH2:18][CH2:19][CH2:20][CH2:21]3)[CH2:15][CH2:16]2)[CH2:2][CH2:3]1.